From a dataset of the Open Reaction Database (ORD), a public repository of structured organic reaction records. describe an organic reaction: reactants, conditions, products, and yield Reactants: O=C(CNCc1cccc(Br)n1)NC1CCCC1, CC(=O)O[BH-](OC(C)=O)OC(C)=O, C=O, CC(=O)O, ClCCl, [Na+]. Yields the product CN(CC(=O)NC1CCCC1)Cc1cccc(Br)n1. Reaction SMILES: [Br:1][c:2]1[cH:3][cH:4][cH:5][c:6]([CH2:8][NH:9][CH2:10][C:11](=[O:12])[NH:13][CH:14]2[CH2:15][CH2:16][CH2:17][CH2:18]2)[n:7]1.[C:25]([O:26][BH-:27]([O:28][C:29](=[O:30])[CH3:31])[O:32][C:33](=[O:34])[CH3:35])(=[O:36])[CH3:37].[CH2:19]=[O:20].[CH3:21][C:22](=[O:23])[OH:24].[Cl:39][CH2:40][Cl:41].[Na+:38]>>[Br:1][c:2]1[cH:3][cH:4][cH:5][c:6]([CH2:8][N:9]([CH2:10][C:11](=[O:12])[NH:13][CH:14]2[CH2:15][CH2:16][CH2:17][CH2:18]2)[CH3:21])[n:7]1.